From a dataset of the Open Reaction Database (ORD), a public repository of structured organic reaction records. describe an organic reaction: reactants, conditions, products, and yield Starting materials: BrC1=CC=C(C=C1)C(C\C(=N/O)\C=1C=CC(N(C1)C)=O)C1=C(C=CC=C1)Cl (5-{3-(4-Bromo-phenyl)-3-(2-chloro-phenyl)-1-[(E)-hydroxyimino]-propyl}-1-methyl-1H-pyridin-2-one), C(=O)(O)C1=CC=C(C=C1)B(O)O (4-carboxyphenylboronic acid), O (water), C([O-])([O-])=O.[Na+].[Na+] (sodium carbonate). The reagents and catalysts are [CH-]1C=CC(=C1)P(C2=CC=CC=C2)C3=CC=CC=C3.[CH-]1C=CC(=C1)P(C2=CC=CC=C2)C3=CC=CC=C3.Cl[Pd]Cl.[Fe+2] (dichloro(1,1′-bis(diphenylphosphino)ferrocene)-palladium(II) dichloromethane adduct). The solvent is O1CCOCC1 (1,4-dioxane). The product is ClC1=C(C=CC=C1)C(C\C(\C1=CN(C(C=C1)=O)C)=N/O)C1=CC=C(C=C1)C1=CC=C(C=C1)C(=O)O (4′-[1-(2-Chloro-phenyl)-3-[(E)-hydroxyimino]-3-(1-methyl-6-oxo-1,6-dihydro-pyridin-3-yl)-propyl]-biphenyl-4-carboxylic acid). As a reaction SMILES: Br[C:2]1[CH:7]=[CH:6][C:5]([CH:8]([C:21]2[CH:26]=[CH:25][CH:24]=[CH:23][C:22]=2[Cl:27])[CH2:9]/[C:10](/[C:13]2[CH:14]=[CH:15][C:16](=[O:20])[N:17]([CH3:19])[CH:18]=2)=[N:11]\[OH:12])=[CH:4][CH:3]=1.[C:28]([C:31]1[CH:36]=[CH:35][C:34](B(O)O)=[CH:33][CH:32]=1)([OH:30])=[O:29].O.C(=O)([O-])[O-].[Na+].[Na+]>O1CCOCC1.[CH-]1C=C(P(C2C=CC=CC=2)C2C=CC=CC=2)C=C1.[CH-]1C=C(P(C2C=CC=CC=2)C2C=CC=CC=2)C=C1.Cl[Pd]Cl.[Fe+2]>[Cl:27][C:22]1[CH:23]=[CH:24][CH:25]=[CH:26][C:21]=1[CH:8]([C:5]1[CH:6]=[CH:7][C:2]([C:34]2[CH:35]=[CH:36][C:31]([C:28]([OH:30])=[O:29])=[CH:32][CH:33]=2)=[CH:3][CH:4]=1)[CH2:9]/[C:10](=[N:11]\[OH:12])/[C:13]1[CH:14]=[CH:15][C:16](=[O:20])[N:17]([CH3:19])[CH:18]=1 |f:3.4.5,7.8.9.10|. Procedure details: In analogy to example 166, step 1, 5-{3-(4-bromo-phenyl)-3-(2-chloro-phenyl)-1-[(E)-hydroxyimino]-propyl}-1-methyl-1H-pyridin-2-one (example 203, step 4) was reacted with 4-carboxyphenylboronic acid in the presence of dichloro(1,1′-bis(diphenylphosphino)ferrocene)-palladium(II) dichloromethane adduct in a mixture of 1,4-dioxane, water and 2 M aqueous sodium carbonate solution to give the title compound as an off-white solid, MS (ESI−): m/z=485.2 [M−H]−. Starting materials: [OH-].[Na+] (NaOH), C(#N)C1=C(SC(=C1C)C)NC(=S)NC(C1=CC=CC=C1)=O (N-(3-Cyano-4,5-dimethylthiophen-2-ylcarbamothioyl)benzamide), CI (MeI). Run in C(C)O (ethanol). Reaction conditions: temperature 100 celsius, time 0.5 hour. The product is CC1=C(SC=2N=C(N=C(C21)N)SC)C (5,6-Dimethyl-2-(methylthio)thieno[2,3-d]pyrimidin-4-amine). Yield: 89.0%. Reaction SMILES: [C:1]([C:3]1[C:7]([CH3:8])=[C:6]([CH3:9])[S:5][C:4]=1[NH:10][C:11]([NH:13]C(=O)C1C=CC=CC=1)=[S:12])#[N:2].[OH-].[Na+].[CH3:24]I>C(O)C>[CH3:8][C:7]1[C:3]2[C:1]([NH2:2])=[N:13][C:11]([S:12][CH3:24])=[N:10][C:4]=2[S:5][C:6]=1[CH3:9] |f:1.2|. Reported procedure: To a suspension of N-(3-cyano-4,5-dimethylthiophen-2-ylcarbamothioyl)-benzamide (Example 1a) (1.33 g, 4.22 mmol) in ethanol (25 mL) was added NaOH (2.0 N, 5.8 mL) at room temperature under nitrogen. After stirring at 100° C. under nitrogen for 0.5 h, the reaction mixture was cooled in an ice bath and MeI (0.8 mL) was added dropwise. After stirring for another 0.5 h, the resulting precipitate was collected by filtration, rinsed with water, 20% EtOH/H2O, and dried under vacuum to give the title co... The reactants are C1(NC(C2=CC=CC=C12)=O)=O (1H-isoindole-1,3-(2H)-dione), CN(C)C=O (DMF), ClC=1C=C(ON2CCCCC2)C=CC1Cl ((3,4-dichlorophenoxy)-piperidine). The solvent is C(C)O (ethanol). Run at time 8 hour. The product is ClC=1C=C(OC2CCN(CC2)C[C@@H](CN2C(C3=CC=CC=C3C2=O)=O)O)C=CC1Cl (2-{(2S)-3-[4-(3,4-dichlorophenoxy)piperidin-1-yl]-2-hydroxypropyl}-1H-isoindole-1,3-(2H)-dione). As a reaction SMILES: [C:1]1(=[O:11])[C:9]2[C:4](=[CH:5][CH:6]=[CH:7][CH:8]=2)[C:3](=[O:10])[NH:2]1.[Cl:12][C:13]1[CH:14]=[C:15]([CH:23]=[CH:24][C:25]=1[Cl:26])[O:16]N1CCCCC1.[CH3:27][N:28]([CH:30]=O)[CH3:29]>C(O)C>[Cl:12][C:13]1[CH:14]=[C:15]([CH:23]=[CH:24][C:25]=1[Cl:26])[O:16][CH:6]1[CH2:7][CH2:29][N:28]([CH2:27][C@H:3]([OH:10])[CH2:4][N:2]2[C:3](=[O:10])[C:4]3[C:9](=[CH:8][CH:7]=[CH:6][CH:5]=3)[C:1]2=[O:11])[CH2:30][CH2:5]1. Procedure details: (R)-2-Oxiranylmethyl)-1H-isoindole-1,3-(2H)-dione (Tetrahedron Asymmetry, 1996, 7, 1641, 5 g) in a mixture of 50 ml of ethanol and 15 ml of DMF was treated with 4 (3,4-dichlorophenoxy)-piperidine (6 g). The mixture was stirred overnight at room temperature. The solution was concentrated under vacuum and the residue was azeotroped twice with toluene. The crude material was purified by chromatography (ethyl acetate) to give the subtitle compound as a yellow oil.